This data is from the Open Reaction Database (ORD), a public repository of structured organic reaction records. The task is: describe an organic reaction: reactants, conditions, products, and yield Reported procedure: 1 g of 3,4-dihydro-2,2-dimethyl-4-(2-pyridyl)-2H-1-benzopyran was dissolved in 20 ml of carbon tetrachloride at room temperature and 0.25 ml of pyridine and 10 ml of a 0.42M solution of chlorine in carbon tetrachloride were added. After 30 minutes the mixture was washed with sodium bicarbonate solution, the organic phase was separated, dried over sodium sulphate and evaporated. The residue was chromatographed on silica gel using 1% (v/v) methanol/dichloromethane and then 2% (v/v) methanol/dichlo... Starting materials: CC1(OC2=C(C(C1)C1=NC=CC=C1)C=CC=C2)C (3,4-dihydro-2,2-dimethyl-4-(2-pyridyl)-2H-1-benzopyran), N1=CC=CC=C1 (pyridine), solution, ClCl (chlorine). Product: ClC=1C=CC2=C(C(CC(O2)(C)C)C2=NC=CC=C2)C1 (6-chloro-3,4-dihydro-2,2-dimethyl-4-(2-pyridyl)-2H-1-benzopyran). Run in C(Cl)(Cl)(Cl)Cl (carbon tetrachloride), C(Cl)(Cl)(Cl)Cl (carbon tetrachloride). RXN SMILES: [CH3:1][C:2]1([CH3:18])[CH2:7][CH:6]([C:8]2[CH:13]=[CH:12][CH:11]=[CH:10][N:9]=2)[C:5]2[CH:14]=[CH:15][CH:16]=[CH:17][C:4]=2[O:3]1.N1C=CC=CC=1.[Cl:25]Cl>C(Cl)(Cl)(Cl)Cl>[Cl:25][C:15]1[CH:16]=[CH:17][C:4]2[O:3][C:2]([CH3:18])([CH3:1])[CH2:7][CH:6]([C:8]3[CH:13]=[CH:12][CH:11]=[CH:10][N:9]=3)[C:5]=2[CH:14]=1.